This data is from the Open Reaction Database (ORD), a public repository of structured organic reaction records. The task is: describe an organic reaction: reactants, conditions, products, and yield The reactants are C(#C)C=1C(=NOC1C)C1=CC=CC=C1 (4-ethynyl-5-methyl-3-phenyl-isoxazole), BrC1=NC(=CC=C1)C(F)(F)F (2-bromo-6-(trifluoromethyl)pyridine). Yields the product CC1=C(C(=NO1)C1=CC=CC=C1)C#CC1=NC(=CC=C1)C(F)(F)F (2-(5-Methyl-3-phenyl-isoxazol-4-ylethynyl)-6-trifluoromethyl-pyridine). Isolated yield 82.0%. Reaction SMILES: [C:1]([C:3]1[C:4]([C:9]2[CH:14]=[CH:13][CH:12]=[CH:11][CH:10]=2)=[N:5][O:6][C:7]=1[CH3:8])#[CH:2].Br[C:16]1[CH:21]=[CH:20][CH:19]=[C:18]([C:22]([F:25])([F:24])[F:23])[N:17]=1>>[CH3:8][C:7]1[O:6][N:5]=[C:4]([C:9]2[CH:14]=[CH:13][CH:12]=[CH:11][CH:10]=2)[C:3]=1[C:1]#[C:2][C:16]1[CH:21]=[CH:20][CH:19]=[C:18]([C:22]([F:25])([F:24])[F:23])[N:17]=1. Procedure: As described for example 11c, 4-ethynyl-5-methyl-3-phenyl-isoxazole (92 mg, 0.50 mmol) was converted (using 2-bromo-6-(trifluoromethyl)pyridine instead of 2-chloro-4-iodopyridine) to the title compound (SiO2, heptane:ethyl acetate=95:5 to 0:100, 135 mg, 82%) which was obtained as a light yellow solid. MS: m/e=329.3 [M+H]+. Starting materials: Cc1ccccc1Br, [Cl-], [Mg], [NH4+], CCOCC, O, N#CC1CCN(Cc2ccccc2)CC1. Product: Cc1ccccc1C(=O)C1CCN(Cc2ccccc2)CC1. Reaction SMILES: [Br:2][c:3]1[c:4]([CH3:9])[cH:5][cH:6][cH:7][cH:8]1.[Cl-:25].[Mg:1].[NH4+:26].[O:28]([CH2:29][CH3:30])[CH2:31][CH3:32].[OH2:27].[c:10]1([CH2:16][N:17]2[CH2:18][CH2:19][CH:20]([C:23]#[N:24])[CH2:21][CH2:22]2)[cH:11][cH:12][cH:13][cH:14][cH:15]1>>[c:3]1([C:23]([CH:20]2[CH2:19][CH2:18][N:17]([CH2:16][c:10]3[cH:11][cH:12][cH:13][cH:14][cH:15]3)[CH2:22][CH2:21]2)=[O:27])[c:4]([CH3:9])[cH:5][cH:6][cH:7][cH:8]1. Starting materials: FC(C(=O)OC(C(F)(F)F)=O)(F)F (Trifluoroacetic anhydride), COC1=NC(=NC(=C1)OC)NS(=O)(=O)C(C(=O)N)C(C)C (2-(4,6-dimethoxypyrimidin-2-ylsulfamoyl)-3-methylbutanamide), Cl (hydrochloric acid), N1=CC=CC=C1 (pyridine). Run in O1CCOCC1 (dioxan), O (water), petroleum ether. Run at time 2 hour. Yields the product COC1=NC(=NC(=C1)OC)NS(=O)(=O)C(C#N)C(C)C (2-(4,6-Dimethoxypyrimidin-2-ylsulfamoyl)-3-methylbutanonitrile). RXN SMILES: FC(F)(F)C(OC(=O)C(F)(F)F)=O.[CH3:14][O:15][C:16]1[CH:21]=[C:20]([O:22][CH3:23])[N:19]=[C:18]([NH:24][S:25]([CH:28]([CH:32]([CH3:34])[CH3:33])[C:29]([NH2:31])=O)(=[O:27])=[O:26])[N:17]=1.N1C=CC=CC=1.Cl>O1CCOCC1.O>[CH3:14][O:15][C:16]1[CH:21]=[C:20]([O:22][CH3:23])[N:19]=[C:18]([NH:24][S:25]([CH:28]([CH:32]([CH3:34])[CH3:33])[C:29]#[N:31])(=[O:27])=[O:26])[N:17]=1. Procedure details: Trifluoroacetic anhydride (0.73 g) was added to a stirred, ice-cooled solution of the product of Example 20 in dioxan (10 ml) containing pyridine (0.5 g). After stirring for 11/2 hours at room temperature, the mixture was added to water (100 ml) and acidified with hydrochloric acid. The liberated product was extracted into ether, and the ether solution was washed with water (twice), dried over magnesium sulfate and run down. The residual oil was flash chromatographed on silica gel, eluting with ... The reactants are CC#N, CS(C)=O, COc1nc(Cl)cc2nc(S(=O)(=O)Cl)nn12, Cn1cc(Br)c(N)n1, c1ccncc1. Product: COc1nc(Cl)cc2nc(S(=O)(=O)Nc3nn(C)cc3Br)nn12. RXN SMILES: [CH3:35][C:36]#[N:37].[CH3:7][S:8](=[O:9])[CH3:10].[Cl:11][c:12]1[cH:13][c:14]2[n:15]([c:16]([O:18][CH3:19])[n:17]1)[n:20][c:21]([S:23](=[O:24])(=[O:25])[Cl:26])[n:22]2.[NH2:27][c:28]1[n:29][n:30]([CH3:34])[cH:31][c:32]1[Br:33].[cH:1]1[cH:2][cH:3][n:4][cH:5][cH:6]1>>[Cl:11][c:12]1[cH:13][c:14]2[n:15]([c:16]([O:18][CH3:19])[n:17]1)[n:20][c:21]([S:23](=[O:24])(=[O:25])[NH:27][c:28]1[n:29][n:30]([CH3:34])[cH:31][c:32]1[Br:33])[n:22]2. Reactants: CC1=CC(=C(C=C1)NC=1C=C2C=CNC2=CC1)N (5-(4-methyl-2-aminophenylamino)-1H-indole), C(C)OC=C(C#N)C#N (ethoxymethylenemalononitrile), C(C)(=O)OCC (ethyl acetate). Solvent: C(CC)O (propanol), C(Cl)Cl (methylene chloride). Yields the product N1C=CC2=CC(=CC=C12)N1C=NC2=C1C=CC(=C2)C (1-(Indol-5-yl)-5-methylbenzimidazole). Isolated yield 81.0%. As a reaction SMILES: [CH3:1][C:2]1[CH:7]=[CH:6][C:5]([NH:8][C:9]2[CH:10]=[C:11]3[C:15](=[CH:16][CH:17]=2)[NH:14][CH:13]=[CH:12]3)=[C:4]([NH2:18])[CH:3]=1.[CH2:19](OC=C(C#N)C#N)C.C(OCC)(=O)C>C(O)CC.C(Cl)Cl>[NH:14]1[C:15]2[C:11](=[CH:10][C:9]([N:8]3[C:5]4[CH:6]=[CH:7][C:2]([CH3:1])=[CH:3][C:4]=4[N:18]=[CH:19]3)=[CH:17][CH:16]=2)[CH:12]=[CH:13]1. Procedure details: 5-(4-Methyl-2-nitrophenylamino)-1H-indole (0.47 g, 2.0 mmoles) was reduced by catalytic hydrogenation to form 5-(4-methyl-2-aminophenylamino)-1H-indole (0.41 g, 2.0 mmoles). The 5-(4-methyl-2-aminophenylamino)-1H-indole was cyclized with ethoxymethylenemalononitrile (0.49 g, 2.0 mmole) in propanol, while being heated for 14 hours. Column chromatography using 10% ethyl acetate in methylene chloride afforded the title compound (81%) as a yellow solid. Mp, 215.0°-216.0° C.; Rf =0.3 in 10% ethyl ace... The product is NCC(=O)N[C@H](CC(C)C)C(=O)N[C@@H](CCSC)C(=O)N (HGly-DLeu-MetNH2). The reactants are N(CC(=O)N[C@H](CC(C)C)C(=O)N[C@@H](CCSC)C(=O)N)C(=O)OC(C)(C)C (BocGly-DLeu-MetNH2), Cl (hydrogen chloride). RXN SMILES: [NH:1](C(OC(C)(C)C)=O)[CH2:2][C:3]([NH:5][C@@H:6]([C:11]([NH:13][C@H:14]([C:19]([NH2:21])=[O:20])[CH2:15][CH2:16][S:17][CH3:18])=[O:12])[CH2:7][CH:8]([CH3:10])[CH3:9])=[O:4].Cl>C(O)(=O)C>[NH2:1][CH2:2][C:3]([NH:5][C@@H:6]([C:11]([NH:13][C@H:14]([C:19]([NH2:21])=[O:20])[CH2:15][CH2:16][S:17][CH3:18])=[O:12])[CH2:7][CH:8]([CH3:10])[CH3:9])=[O:4]. Isolated yield 55.0%. Procedure: Condensation of BocDLeuOH (2.49 g.) and HMetNH2 (1.85 g.) by the mixed anhydride method using isobutyl chloroformate gave BocDLeu-MetNH2 in 47% yield. De-t-butoxycarbonylation of BocDLeu-MetNH2 (1.70 g.) using hydrogen chloride in acetic acid gave HDLeu-MetNH2 in 78% yield. Condensation of BocGlyOSu (1.8 g.) and HDLeu-MetNH2 (1.0 g.) by the activated ester method gave BocGly-DLeu-MetNH2 in 95% yield. De-t-butoxycarbonylation of BocGly-DLeu-MetNH2 (1.35 g.) using hydrogen chloride in acetic acid ... Run in C(C)(=O)O (acetic acid). The reactants are C1(CCC1)N1C(NC(C(=C1N)N)=O)=O (1-cyclobutyl-5,6-diamino-2,4-(1H,3H)-pyrimidinedione), C(C)(=O)O (acetic acid). The product is C1(CCC1)N1C(NC(C=2NC(=NC12)C)=O)=O (3-cyclobutyl-3,7-dihydro-8-methyl-1H-purine-2,6-dione). RXN SMILES: [CH:1]1([N:5]2[C:10]([NH2:11])=[C:9]([NH2:12])[C:8](=[O:13])[NH:7][C:6]2=[O:14])[CH2:4][CH2:3][CH2:2]1.[C:15](O)(=O)[CH3:16]>>[CH:1]1([N:5]2[C:10]3[N:11]=[C:15]([CH3:16])[NH:12][C:9]=3[C:8](=[O:13])[NH:7][C:6]2=[O:14])[CH2:2][CH2:3][CH2:4]1. Procedure: A solution of 2.2 g of 1-cyclobutyl-5,6-diamino-2,4-(1H,3H)-pyrimidinedione (X) in 10 ml of acetic acid was refluxed for 2 hours. The solution was evaporated. The received oil was refluxed in 30 ml of 5N NaOH for 1 hour and then neutralized with 5N HCl. The crystals were filtered off and recrystallized from 100 ml ethanol. Starting materials: O=C([O-])C(=O)[O-], CC(=O)C12CCCN(C1)C2, CON, CO, Cl. Yields the product O=C(O)C(=O)O, CON=C(C)C12CCCN(C1)C2. As a reaction SMILES: [C:15]([C:16](=[O:17])[O-:18])(=[O:19])[O-:20].[C:1]([CH3:2])(=[O:3])[C:4]12[CH2:5][CH2:6][CH2:7][N:8]([CH2:9]1)[CH2:10]2.[CH3:12][O:13][NH2:14].[CH3:21][OH:22].[ClH:11]>>[C:15]([C:16](=[O:17])[OH:18])(=[O:19])[OH:20].[C:1]([CH3:2])([C:4]12[CH2:5][CH2:6][CH2:7][N:8]([CH2:9]1)[CH2:10]2)=[N:14][O:13][CH3:12]. Starting materials: CO (methanol), ClC=1C=C(C=CC1Cl)C(CC=C)COS(=O)(=O)C (4-(3,4-Dichlorophenyl)-5-(methanesulphonyloxy)pent-1-ene), N1C=NC=C1 (imidazole), ClCCl (dichloromethane). Solvent: C(C)#N (acetonitrile). Yields the product ClC=1C=C(C=CC1Cl)C(CC=C)CN1C=NC=C1 (4-(3,4-dichlorophenyl)-5-(imidazol-1-yl)pent-1-ene). Yield: 70.3%. As a reaction SMILES: [Cl:1][C:2]1[CH:3]=[C:4]([CH:9]([CH2:13]OS(C)(=O)=O)[CH2:10][CH:11]=[CH2:12])[CH:5]=[CH:6][C:7]=1[Cl:8].[NH:19]1[CH:23]=[CH:22][N:21]=[CH:20]1.ClCCl.CO>C(#N)C>[Cl:1][C:2]1[CH:3]=[C:4]([CH:9]([CH2:13][N:19]2[CH:23]=[CH:22][N:21]=[CH:20]2)[CH2:10][CH:11]=[CH2:12])[CH:5]=[CH:6][C:7]=1[Cl:8]. Procedure: 4-(3,4-Dichlorophenyl)-5-(methanesulphonyloxy)pent-1-ene (5.4 g) (see Preparation 23) and imidazole (3.6 g) were dissolved in anhydrous acetonitrile (40 ml) and the mixture heated under reflux for 100 hours. The solvent was removed under reduced pressure, the residue dissolved in dichloromethane and the solvent removed under reduced pressure. The residue was dissolved in dichloromethane (100 ml) and washed with sufficient aqueous sodium carbonate solution to ensure that the aqueous phase reached... The reactants are [Li+].[OH-] (LiOH), C(C)OC(=O)C1CN(CC1C(F)(F)F)C(=O)OC(C)(C)C ((3RS,4SR)-4-Trifluoromethyl-pyrrolidine-1,3-dicarboxylic acid 1-tert-butyl ester 3-ethyl ester), Cl (HCl). Run in C(Cl)Cl (CH2Cl2), C1CCOC1.O (THF water). Reaction conditions: temperature 25 celsius, time 18 hour. Product: C(C)(C)(C)OC(=O)N1CC(C(C1)C(F)(F)F)C(=O)O ((3RS,4SR)-4-trifluoromethyl-pyrrolidine-1,3-dicarboxylic acid 1-tert-butyl ester). Yield: 65.3%. Reaction SMILES: C([O:3][C:4]([CH:6]1[CH:10]([C:11]([F:14])([F:13])[F:12])[CH2:9][N:8]([C:15]([O:17][C:18]([CH3:21])([CH3:20])[CH3:19])=[O:16])[CH2:7]1)=[O:5])C.[Li+].[OH-].Cl>C1COCC1.O.C(Cl)Cl>[C:18]([O:17][C:15]([N:8]1[CH2:9][CH:10]([C:11]([F:14])([F:12])[F:13])[CH:6]([C:4]([OH:5])=[O:3])[CH2:7]1)=[O:16])([CH3:21])([CH3:19])[CH3:20] |f:1.2,4.5|. Reported procedure: 107.2 (3RS,4SR)-4-Trifluoromethyl-pyrrolidine-1,3-dicarboxylic acid 1-tert-butyl ester 3-ethyl ester (9.76 g) was dissolved in THF/water (1:1 10 ml) and LiOH (0.826 g) was added to the emulsion. The mixture was stirred for 18 h at 25° C. The reaction mixture was then diluted with CH2Cl2 (50 ml) and treated with HCl (1N, 20 ml). The aqueous phase was extracted twice with CH2Cl2 (20 ml) and the combined organic layers were dried over Na2SO4, filtered and evaporated to dryness to yield (3RS,4SR)-4-...